Task: describe an organic reaction: reactants, conditions, products, and yield. Dataset: the Open Reaction Database (ORD), a public repository of structured organic reaction records Starting materials: CCOC(=O)OCC, CC(C)Cc1ccc(CC#N)cc1, CC[O-], CCO, [Na+], [Na]. The product is CCOC(=O)C(C#N)c1ccc(CC(C)C)cc1. As a reaction SMILES: [C:14]([O:15][CH2:16][CH3:17])([O:18][CH2:20][CH3:21])=[O:19].[CH2:1]([CH:2]([CH3:3])[CH3:4])[c:5]1[cH:6][cH:7][c:8]([CH2:11][C:12]#[N:13])[cH:9][cH:10]1.[CH3:23][CH2:24][O-:25].[CH3:27][CH2:28][OH:29].[Na+:22].[Na:26]>>[CH2:1]([CH:2]([CH3:3])[CH3:4])[c:5]1[cH:6][cH:7][c:8]([CH:11]([C:12]#[N:13])[C:14]([O:15][CH2:16][CH3:17])=[O:18])[cH:9][cH:10]1. The reactants are [Si](C)(C)(C(C)(C)C)O[C@@H]([C@@H](NC1=C(C(=C(C=C1)C#N)Cl)C)C1=NN=C(O1)C1=CC=C(C=C1)NC(C)=O)C (N-(4-(5-((1R,2R)-2-(tert-butyldimethylsilyloxy)-1-(3-chloro-4-cyano-2-methylphenylamino)propyl)-1,3,4-oxadiazol-2-yl)phenyl)acetamide), CCCC[N+](CCCC)(CCCC)CCCC.[F-] (TBAF). Run in C1CCOC1 (THF). Reaction conditions: temperature 10 celsius. Yields the product ClC=1C(=C(C=CC1C#N)N[C@H]([C@@H](C)O)C1=NN=C(O1)C1=CC=C(C=C1)NC(C)=O)C (N-(4-(5-((1R,2R)-1-(3-Chloro-4-cyano-2-methylphenylamino)-2-hydroxypropyl)-1,3,4-oxadiazol-2-yl)phenyl)acetamide). Yield: 78.3%. Reaction SMILES: [Si]([O:8][C@H:9]([CH3:37])[C@H:10]([C:22]1[O:26][C:25]([C:27]2[CH:32]=[CH:31][C:30]([NH:33][C:34](=[O:36])[CH3:35])=[CH:29][CH:28]=2)=[N:24][N:23]=1)[NH:11][C:12]1[CH:17]=[CH:16][C:15]([C:18]#[N:19])=[C:14]([Cl:20])[C:13]=1[CH3:21])(C(C)(C)C)(C)C.CCCC[N+](CCCC)(CCCC)CCCC.[F-]>C1COCC1>[Cl:20][C:14]1[C:13]([CH3:21])=[C:12]([NH:11][C@@H:10]([C:22]2[O:26][C:25]([C:27]3[CH:28]=[CH:29][C:30]([NH:33][C:34](=[O:36])[CH3:35])=[CH:31][CH:32]=3)=[N:24][N:23]=2)[C@H:9]([OH:8])[CH3:37])[CH:17]=[CH:16][C:15]=1[C:18]#[N:19] |f:1.2|. Procedure: To a pre-cooled (−55° C.) solution of N-(4-(5-((1R,2R)-2-(tert-butyldimethylsilyloxy)-1-(3-chloro-4-cyano-2-methylphenylamino)propyl)-1,3,4-oxadiazol-2-yl)phenyl)acetamide (246 mg, 0.45 mmol) in THF (20 mL) was added TBAF (0.55 mL, 0.55 mmol, 1 M solution in THF) over 5 minutes. Upon complete addition the reaction mixture was allowed to warm to 10° C. over 2.5 h and quenched with sat. aq. NH4Cl (30 mL). The resulting mixture was partitioned between H2O (25 mL) and EtOAc (35 mL). The aqueous laye... The reactants are [OH-].[K+] (potassium hydroxide), C(C)(C)(C)OC(=O)N(C=1SC=C(C1C(=O)OCC)C(C)C)C(=O)OC(C)(C)C (ethyl 2-bis(t-butoxycarbonyl)amino-4-isopropylthiophene-3-carboxylate), C(C)(=O)O (acetic acid). Solvent: O (water), CO (methanol). Conditions: temperature 80 celsius. The product is C(C)(C)(C)OC(=O)NC=1SC=C(C1C(=O)O)C(C)C (2-t-butoxycarbonylamino-4-isopropylthiophene-3-carboxylic acid). Isolated yield 79.0%. As a reaction SMILES: [C:1]([O:5][C:6]([N:8](C(OC(C)(C)C)=O)[C:9]1[S:10][CH:11]=[C:12]([CH:19]([CH3:21])[CH3:20])[C:13]=1[C:14]([O:16]CC)=[O:15])=[O:7])([CH3:4])([CH3:3])[CH3:2].[OH-].[K+].C(O)(=O)C>CO.O>[C:1]([O:5][C:6]([NH:8][C:9]1[S:10][CH:11]=[C:12]([CH:19]([CH3:21])[CH3:20])[C:13]=1[C:14]([OH:16])=[O:15])=[O:7])([CH3:4])([CH3:3])[CH3:2] |f:1.2|. Procedure details: A solution of ethyl 2-bis(t-butoxycarbonyl)amino-4-isopropylthiophene-3-carboxylate (22.5 g, 55 mmol) in methanol (425 ml) was stirred and a solution of potassium hydroxide (14.5 g, 259 ml) in water (145 ml) was added. The mixture was heated at 80° C. for 16 h, cooled to 0° C. and acidified (pH=5) with glacial acetic acid. The precipitate was filtered off and recrystallized from ethyl acetate/petroleum ether to afford 12.4 g (80%) of 2-t-butoxycarbonylamino-4-isopropylthiophene-3-carboxylic acid... The reactants are ClC=1C=CC(=NC1)[C@](CC1=CC=CC=C1)(N)C1=CC(=CC(=C1)C(F)(F)F)F ((R)-1-(5-chloropyridin-2-yl)-1-(3-fluoro-5-(trifluoromethyl)phenyl)-2-phenylethanamine), FC(C(=O)OC(C(C(F)(F)F)(F)F)=O)(C(F)(F)F)F (2,2,3,3,3-pentafluoropropanoic anhydride). Reagents/catalysts: N1=CC=CC=C1 (pyridine). Run in C(Cl)Cl (DCM). Reaction conditions: time 5 minute. Yields the product ClC=1C=CC(=NC1)[C@@](CC1=CC=CC=C1)(C1=CC(=CC(=C1)C(F)(F)F)F)NC(C(C(F)(F)F)(F)F)=O ((R)-N-(1-(5-chloropyridin-2-yl)-1-(3-fluoro-5-(trifluoromethyl)phenyl)-2-phenylethyl)-2,2,3,3,3-pentafluoropropanamide). The yield is 65.2%. As a reaction SMILES: [Cl:1][C:2]1[CH:3]=[CH:4][C:5]([C@@:8]([C:17]2[CH:22]=[C:21]([C:23]([F:26])([F:25])[F:24])[CH:20]=[C:19]([F:27])[CH:18]=2)([NH2:16])[CH2:9][C:10]2[CH:15]=[CH:14][CH:13]=[CH:12][CH:11]=2)=[N:6][CH:7]=1.FC(F)(C(F)(F)F)C([O:32][C:33](=O)[C:34]([F:40])([F:39])[C:35]([F:38])([F:37])[F:36])=O>C(Cl)Cl.N1C=CC=CC=1>[Cl:1][C:2]1[CH:3]=[CH:4][C:5]([C@:8]([NH:16][C:33](=[O:32])[C:34]([F:40])([F:39])[C:35]([F:38])([F:37])[F:36])([C:17]2[CH:22]=[C:21]([C:23]([F:26])([F:24])[F:25])[CH:20]=[C:19]([F:27])[CH:18]=2)[CH2:9][C:10]2[CH:11]=[CH:12][CH:13]=[CH:14][CH:15]=2)=[N:6][CH:7]=1. Reported procedure: To a solution of (R)-1-(5-chloropyridin-2-yl)-1-(3-fluoro-5-(trifluoromethyl)phenyl)-2-phenylethanamine (15 mg, 0.038 mmol), prepared by method described in Procedures 5, 6 and 7, in anhydrous DCM (0.5 mL), was added pyridine (1 drop) and 2,2,3,3,3-pentafluoropropanoic anhydride (14 mg, 0.040 mmol) at room temperature. The reaction mixture was stirred for 5 mins and the solvents removed under a stream of nitrogen. The resulting residue was diluted with MeOH (0.5 mL) and purified by preparative H... The reactants are Cl (hydrochloric acid), C(C)C=1SC=C(N1)\C=C/C=1C(=NN(C1)C1=CC=CC=C1)OCC1=CC(=C(OCC=2N=C(OC2C)C2=CC=C(C=C2)CC(=O)OCC)C=C1)OC (ethyl {4-[4-({4-[({4-[(Z)-2-(2-ethyl-1,3-thiazol-4-yl)ethenyl]-1-phenyl-1H-pyrazol-3-yl}oxy)methyl]-2-methoxyphenoxy}methyl)-5-methyl-1,3-oxazol-2-yl]phenyl}acetate), [OH-].[Na+] (sodium hydroxide), O1CCCC1 (tetrahydrofuran). Solvent: C(C)O (ethanol). Product: C(C)C=1SC=C(N1)\C=C/C=1C(=NN(C1)C1=CC=CC=C1)OCC1=CC(=C(OCC=2N=C(OC2C)C2=CC=C(C=C2)CC(=O)O)C=C1)OC ({4-[4-({4-[({4-[(Z)-2-(2-ethyl-1,3-thiazol-4-yl)ethenyl]-1-phenyl-1H-pyrazol-3-yl}oxy)methyl]-2-methoxyphenoxy}methyl)-5-methyl-1,3-oxazol-2-yl]phenyl}acetic acid). Isolated yield 84.0%. Reaction SMILES: [CH2:1]([C:3]1[S:4][CH:5]=[C:6](/[CH:8]=[CH:9]\[C:10]2[C:11]([O:21][CH2:22][C:23]3[CH:48]=[CH:47][C:26]([O:27][CH2:28][C:29]4[N:30]=[C:31]([C:35]5[CH:40]=[CH:39][C:38]([CH2:41][C:42]([O:44]CC)=[O:43])=[CH:37][CH:36]=5)[O:32][C:33]=4[CH3:34])=[C:25]([O:49][CH3:50])[CH:24]=3)=[N:12][N:13]([C:15]3[CH:20]=[CH:19][CH:18]=[CH:17][CH:16]=3)[CH:14]=2)[N:7]=1)[CH3:2].[OH-].[Na+].O1CCCC1.Cl>C(O)C>[CH2:1]([C:3]1[S:4][CH:5]=[C:6](/[CH:8]=[CH:9]\[C:10]2[C:11]([O:21][CH2:22][C:23]3[CH:48]=[CH:47][C:26]([O:27][CH2:28][C:29]4[N:30]=[C:31]([C:35]5[CH:36]=[CH:37][C:38]([CH2:41][C:42]([OH:44])=[O:43])=[CH:39][CH:40]=5)[O:32][C:33]=4[CH3:34])=[C:25]([O:49][CH3:50])[CH:24]=3)=[N:12][N:13]([C:15]3[CH:16]=[CH:17][CH:18]=[CH:19][CH:20]=3)[CH:14]=2)[N:7]=1)[CH3:2] |f:1.2|. Procedure details: A mixture of ethyl {4-[4-({4-[({4-[(Z)-2-(2-ethyl-1,3-thiazol-4-yl)ethenyl]-1-phenyl-1H-pyrazol-3-yl}oxy)methyl]-2-methoxyphenoxy}methyl)-5-methyl-1,3-oxazol-2-yl]phenyl}acetate (650 mg), 1N aqueous sodium hydroxide solution (5 mL), tetrahydrofuran (10 mL) and ethanol (10 mL) was heated under reflux for 30 min. After cooling, the reaction mixture was neutralized with 1N hydrochloric acid, and the mixture was extracted with ethyl acetate. The organic layer was washed with saturated brine, dried o... Reactants: N1CCOCC1 (morpholine), C(C=C)(=O)OCC(C(C(C(F)F)(F)F)(F)F)(F)F (2,2,3,3,4,4,5,5-octafluoropentyl acrylate). Product: O1CCN(CC1)CCC(=O)OCC(C(C(C(F)F)(F)F)(F)F)(F)F (2,2,3,3,4,4,5,5-octafluoropentyl 3-morpholinopropionate). Isolated yield 97.0%. RXN SMILES: [NH:1]1[CH2:6][CH2:5][O:4][CH2:3][CH2:2]1.[C:7]([O:11][CH2:12][C:13]([F:24])([F:23])[C:14]([F:22])([F:21])[C:15]([F:20])([F:19])[CH:16]([F:18])[F:17])(=[O:10])[CH:8]=[CH2:9]>>[O:4]1[CH2:5][CH2:6][N:1]([CH2:9][CH2:8][C:7]([O:11][CH2:12][C:13]([F:23])([F:24])[C:14]([F:21])([F:22])[C:15]([F:20])([F:19])[CH:16]([F:17])[F:18])=[O:10])[CH2:2][CH2:3]1. Procedure: With ice cooling and stirring, 9.6 g of morpholine was added dropwise to 28.6 g of 2,2,3,3,4,4,5,5-octafluoropentyl acrylate. The mixture was stirred for one hour at room temperature, after which it was directly distilled for purification. There was obtained 36.2 g of 2,2,3,3,4,4,5,5-octafluoropentyl 3-morpholinopropionate (boiling point 84° C./13 Pa, yield 97%). The reactants are FC1=C(C=CC=C1)[N+](=O)[O-] (2-fluoronitrobenzene), C(#N)CC(=O)OC (methyl cyanoacetate), [H-].[Na+] (sodium hydride). The solvent is CN(C=O)C (dimethylformamide), [Cl-].[Na+].O (brine), CN(C=O)C (dimethylformamide), CN(C=O)C (dimethylformamide). Reaction conditions: time 0.5 hour. Product: [N+](=O)([O-])C1=C(C=CC=C1)C(C(=O)OC)C#N (2-Nitrophenylcyanoacetic acid, methyl ester). Yield: 96.9%. As a reaction SMILES: [C:1]([CH2:3][C:4]([O:6][CH3:7])=[O:5])#[N:2].[H-].[Na+].F[C:11]1[CH:16]=[CH:15][CH:14]=[CH:13][C:12]=1[N+:17]([O-:19])=[O:18]>CN(C)C=O.[Cl-].[Na+].O>[N+:17]([C:12]1[CH:13]=[CH:14][CH:15]=[CH:16][C:11]=1[CH:3]([C:1]#[N:2])[C:4]([O:6][CH3:7])=[O:5])([O-:19])=[O:18] |f:1.2,5.6.7|. Procedure: A solution of methyl cyanoacetate (24.75 g; 0.25M) in dimethylformamide (70 ml) was added dropwise over 40 minutes to a stirred suspension of sodium hydride (8.25 g; 0.275M) in dimethylformamide (250 ml) at 0° under nitrogen atmosphere. The solution was stirred for 0.5 h, then a solution of 2-fluoronitrobenzene (17.65 g; 0.125M) in dimethylformamide (70 ml) added. After stirring for 16 h at room temperature, the red solution was poured onto excess brine, and extracted with ether (×6). The aqueou... Reactants: O=C1C2CCC(C2)C12CC2, COC[P+](c1ccccc1)(c1ccccc1)c1ccccc1, [Cl-], Cl, C1CCOC1, O. Product: O=CC1C2CCC(C2)C12CC2. As a reaction SMILES: [CH2:24]1[CH2:25][C:26]12[CH:27]1[CH2:28][CH2:29][CH:30]([C:31]2=[O:32])[CH2:33]1.[CH3:2][O:3][CH2:4][P+:5]([c:6]1[cH:7][cH:8][cH:9][cH:10][cH:11]1)([c:12]1[cH:13][cH:14][cH:15][cH:16][cH:17]1)[c:18]1[cH:19][cH:20][cH:21][cH:22][cH:23]1.[Cl-:1].[ClH:34].[O:35]1[CH2:36][CH2:37][CH2:38][CH2:39]1.[OH2:40]>>[CH:2](=[O:3])[CH:31]1[C:26]2([CH2:24][CH2:25]2)[CH:27]2[CH2:28][CH2:29][CH:30]1[CH2:33]2. Starting materials: ClCCC(=O)O (3-chloropropionic acid), C1CCC(CC1)N=C=NC2CCCCC2 (DCC), NC=1C=C2C(=C(C=NC2=CC1N1CCOCC1)C#N)NC1=CC(=C(C=C1)F)Cl (6-amino-4-(3-chloro-4-fluroanilino)-7-(4-morpholinyl)-3-quinolinecarbonitrile). The solvent is C(Cl)Cl (DCM), C(Cl)Cl (DCM). Conditions: time 20 hour. The product is ClCCC(=O)NC=1C=C2C(=C(C=NC2=CC1N1CCOCC1)C#N)NC1=CC(=C(C=C1)F)Cl (3-Chloro-N-[4-(3-chloro-4-fluoroanilino)-3-cyano-7-(4-morpholinyl)-6-quinolinyl]propanamide). The yield is 77.8%. Reaction SMILES: [Cl:1][CH2:2][CH2:3][C:4]([OH:6])=O.C1CCC(N=C=NC2CCCCC2)CC1.[NH2:22][C:23]1[CH:24]=[C:25]2[C:30](=[CH:31][C:32]=1[N:33]1[CH2:38][CH2:37][O:36][CH2:35][CH2:34]1)[N:29]=[CH:28][C:27]([C:39]#[N:40])=[C:26]2[NH:41][C:42]1[CH:47]=[CH:46][C:45]([F:48])=[C:44]([Cl:49])[CH:43]=1>C(Cl)Cl>[Cl:1][CH2:2][CH2:3][C:4]([NH:22][C:23]1[CH:24]=[C:25]2[C:30](=[CH:31][C:32]=1[N:33]1[CH2:34][CH2:35][O:36][CH2:37][CH2:38]1)[N:29]=[CH:28][C:27]([C:39]#[N:40])=[C:26]2[NH:41][C:42]1[CH:47]=[CH:46][C:45]([F:48])=[C:44]([Cl:49])[CH:43]=1)=[O:6]. Procedure details: To a stirred solution of 3-chloropropionic acid (0.65 g, 6.0 mmol)in 3 ml of DCM at 0° was added DCC (0.41 g, 2.0 mmol). After 15 m the mixture was warmed to 25°, recooled to 0°, and treated with 6-amino-4-(3-chloro-4-fluroanilino)-7-(4-morpholinyl)-3-quinolinecarbonitrile (0.40 g, 1.0 mmol) followed by 1 ml DCM rinse. The resulting mixture was stirred at 25° for 20 h, diluted with DCM, and stirred with aqueous sodium bicarbonate. The mixture was filtered to remove dicyclohexyl urea. The organic... Reactants: CCN1CCc2c(nc(-c3ccc(Nc4nccc(OCc5ccccc5)n4)cc3)nc2N2CCOCC2C)C1, CO, CC(=O)O, C1CCOC1, [OH-], [OH-], [Pd+2]. Yields the product CCN1CCc2c(nc(-c3ccc(Nc4nccc(=O)[nH]4)cc3)nc2N2CCOCC2C)C1. As a reaction SMILES: [CH2:1]([c:2]1[cH:3][cH:4][cH:5][cH:6][cH:7]1)[O:8][c:9]1[n:10][c:11]([NH:15][c:16]2[cH:17][cH:18][c:19](-[c:22]3[n:23][c:24]([N:34]4[CH:35]([CH3:40])[CH2:36][O:37][CH2:38][CH2:39]4)[c:25]4[c:26]([n:27]3)[CH2:28][N:29]([CH2:32][CH3:33])[CH2:30][CH2:31]4)[cH:20][cH:21]2)[n:12][cH:13][cH:14]1.[CH3:41][OH:42].[CH3:43][C:44](=[O:45])[OH:46].[O:47]1[CH2:48][CH2:49][CH2:50][CH2:51]1.[OH-:52].[OH-:54].[Pd+2:53]>>[O:8]=[c:9]1[nH:10][c:11]([NH:15][c:16]2[cH:17][cH:18][c:19](-[c:22]3[n:23][c:24]([N:34]4[CH:35]([CH3:40])[CH2:36][O:37][CH2:38][CH2:39]4)[c:25]4[c:26]([n:27]3)[CH2:28][N:29]([CH2:32][CH3:33])[CH2:30][CH2:31]4)[cH:20][cH:21]2)[n:12][cH:13][cH:14]1.